Dataset: the Open Reaction Database (ORD), a public repository of structured organic reaction records. Task: describe an organic reaction: reactants, conditions, products, and yield Starting materials: Oc1ccc(Br)c(OC(F)(F)F)c1, CC(=O)[O-], ClCCl, OB(O)c1ccccc1. Yields the product FC(F)(F)Oc1cc(Oc2ccccc2)ccc1Br. RXN SMILES: [Br:1][c:2]1[c:3]([O:9][C:10]([F:11])([F:12])[F:13])[cH:4][c:5]([OH:8])[cH:6][cH:7]1.[CH3:23][C:24](=[O:25])[O-:26].[Cl:27][CH2:28][Cl:29].[OH:14][B:15]([OH:16])[c:17]1[cH:18][cH:19][cH:20][cH:21][cH:22]1>>[Br:1][c:2]1[c:3]([O:9][C:10]([F:11])([F:12])[F:13])[cH:4][c:5]([O:8][c:17]2[cH:18][cH:19][cH:20][cH:21][cH:22]2)[cH:6][cH:7]1.